From a dataset of the Open Reaction Database (ORD), a public repository of structured organic reaction records. describe an organic reaction: reactants, conditions, products, and yield Starting materials: BrC1=C(C=C(C(=O)OC)C=C1)C (methyl 4-bromo-3-methylbenzoate), FC(C1=C(C=CC=C1)B(O)O)(F)F (2-(trifluoromethyl)phenylboronic acid), C([O-])([O-])=O.[K+].[K+] (potassium carbonate). The reagents and catalysts are C=1C=CC(=CC1)[P](C=2C=CC=CC2)(C=3C=CC=CC3)[Pd]([P](C=4C=CC=CC4)(C=5C=CC=CC5)C=6C=CC=CC6)([P](C=7C=CC=CC7)(C=8C=CC=CC8)C=9C=CC=CC9)[P](C=1C=CC=CC1)(C=1C=CC=CC1)C=1C=CC=CC1 (tetrakis(triphenylphosphine)palladium(0)). Run in C1(=CC=CC=C1)C (toluene), O (water). Product: CC1=C(C=CC(=C1)C(=O)OC)C1=C(C=CC=C1)C(F)(F)F (Methyl 2-methyl-2′-(trifluoromethyl)biphenyl-4-carboxylate). Yield: 96.0%. As a reaction SMILES: Br[C:2]1[CH:11]=[CH:10][C:5]([C:6]([O:8][CH3:9])=[O:7])=[CH:4][C:3]=1[CH3:12].[F:13][C:14]([F:25])([F:24])[C:15]1[CH:20]=[CH:19][CH:18]=[CH:17][C:16]=1B(O)O.C(=O)([O-])[O-].[K+].[K+]>C1(C)C=CC=CC=1.O.C1C=CC([P]([Pd]([P](C2C=CC=CC=2)(C2C=CC=CC=2)C2C=CC=CC=2)([P](C2C=CC=CC=2)(C2C=CC=CC=2)C2C=CC=CC=2)[P](C2C=CC=CC=2)(C2C=CC=CC=2)C2C=CC=CC=2)(C2C=CC=CC=2)C2C=CC=CC=2)=CC=1>[CH3:12][C:3]1[CH:4]=[C:5]([C:6]([O:8][CH3:9])=[O:7])[CH:10]=[CH:11][C:2]=1[C:16]1[CH:17]=[CH:18][CH:19]=[CH:20][C:15]=1[C:14]([F:25])([F:24])[F:13] |f:2.3.4,^1:43,45,64,83|. Procedure details: A suspension of methyl 4-bromo-3-methylbenzoate (ABCR AV19078; 3 g; 13.10 mmol; 1 eq.), 2-(trifluoromethyl)phenylboronic acid (Aldrich 393606; 2.74 g; 14.41 mmol; 1.10 eq.), potassium carbonate (9.05 g; 65.48 mmol; 5 eq.) and tetrakis(triphenylphosphine)palladium(0) (1.51 g; 1.31 mmol; 0.10 eq.) in toluene (15 mL) and water (15 mL) was refluxed for 3 hours. The resulting mixture was filtered through a short pad of Celite, which was further washed with toluene. After evaporation of the solvent, t... The reactants are C(C)(=O)NC1=CC=C(C=C1)OCC1=NC2=CC=CC=C2C=C1 (N-Acetyl-4-(quinolin-2-ylmethoxy)aniline). The solvent is C(C)O (ethanol). The product is N1=C(C=CC2=CC=CC=C12)COC1=CC=C(N)C=C1 (4-(Quinolin-2-ylmethoxy)aniline). As a reaction SMILES: C([NH:4][C:5]1[CH:10]=[CH:9][C:8]([O:11][CH2:12][C:13]2[CH:22]=[CH:21][C:20]3[C:15](=[CH:16][CH:17]=[CH:18][CH:19]=3)[N:14]=2)=[CH:7][CH:6]=1)(=O)C>C(O)C>[N:14]1[C:15]2[C:20](=[CH:19][CH:18]=[CH:17][CH:16]=2)[CH:21]=[CH:22][C:13]=1[CH2:12][O:11][C:8]1[CH:9]=[CH:10][C:5]([NH2:4])=[CH:6][CH:7]=1. Procedure: A suspension of N-acetyl-4-(quinolin-2-yl-methoxy)aniline (Step A, 108.9 g) in 1 L of 95% ethanol containing 10M KOH (120 mL) was heated at reflux under nitrogen in a heating mantle. When the hydrolysis was complete (approx. 36 h), the reaction mixture was cooled and ethanol was partially removed under vacuum. The mixture was then diluted with water (200 mL) and the fine off-white crystals were collected and thoroughly rinsed with water. The material, after air-drying, yielded the title compound...